From a dataset of the Open Reaction Database (ORD), a public repository of structured organic reaction records. describe an organic reaction: reactants, conditions, products, and yield Reactants: ClS(=O)(=O)C=1C=C(C(=O)Cl)C=CC1F (3-(chlorosulfonyl)-4-fluorobenzoyl chloride), N1C(NC2=C1C=CC=C2)=CC(=O)C2=CC(=CC=C2)F (2-(1,3-dihydro-2H-benzimidazol-2-ylidene)-1-(3-fluorophenyl)ethanone). The solvent is O1CCOCC1 (dioxane). Reaction conditions: temperature 110 celsius, time 1 hour. Product: N1C(NC2=C1C=CC=C2)=C(C(=O)C=2C=CC(=C(C2)S(=O)(=O)Cl)F)C(=O)C2=CC(=CC=C2)F (5-[2-(1,3-dihydro-2H-benzimidazol-2-ylidene)-3-(3-fluorophenyl)-3-oxopropanoyl]-2-fluorobenzenesulfonyl chloride). Yield: 75.0%. As a reaction SMILES: [Cl:1][S:2]([C:5]1[CH:6]=[C:7]([CH:11]=[CH:12][C:13]=1[F:14])[C:8](Cl)=[O:9])(=[O:4])=[O:3].[NH:15]1[C:19]2[CH:20]=[CH:21][CH:22]=[CH:23][C:18]=2[NH:17][C:16]1=[CH:24][C:25]([C:27]1[CH:32]=[CH:31][CH:30]=[C:29]([F:33])[CH:28]=1)=[O:26]>O1CCOCC1>[NH:15]1[C:19]2[CH:20]=[CH:21][CH:22]=[CH:23][C:18]=2[NH:17][C:16]1=[C:24]([C:25]([C:27]1[CH:32]=[CH:31][CH:30]=[C:29]([F:33])[CH:28]=1)=[O:26])[C:8]([C:7]1[CH:11]=[CH:12][C:13]([F:14])=[C:5]([S:2]([Cl:1])(=[O:4])=[O:3])[CH:6]=1)=[O:9]. Reported procedure: At room temperature, 3-(chlorosulfonyl)-4-fluorobenzoyl chloride (3.19 g) was added to a dioxane (75 mL) suspension of 2-(1,3-dihydro-2H-benzimidazol-2-ylidene)-1-(3-fluorophenyl)ethanone (1.50 g), followed by heating up to 110° C. and stirring for 1 hour. The reaction mixture was cooled to room temperature, the insoluble matter was separated by filtration, and then this was evaporated under reduced pressure. The residue was purified by silica gel column chromatography (hexane/ethyl acetate=3/1)... Reactants: Cl.Cl.S1C=NC(=C1)C[C@H](N)C(=O)O (β-(4-Thiazolyl)alanine dihydrochloride), S(=O)(Cl)Cl (thionyl chloride), CO (methanol). Run at temperature 0 celsius. Yields the product Cl.Cl.COC([C@@H](N)CC=1N=CSC1)=O (β-(4-Thiazolyl)alanine Methyl Ester Dihydrochloride). The yield is 99.0%. As a reaction SMILES: [ClH:1].Cl.[S:3]1[CH:7]=[C:6]([CH2:8][C@@H:9]([C:11]([OH:13])=[O:12])[NH2:10])[N:5]=[CH:4]1.S(Cl)([Cl:16])=O.[CH3:18]O>>[ClH:16].[ClH:1].[CH3:18][O:12][C:11](=[O:13])[C@H:9]([CH2:8][C:6]1[N:5]=[CH:4][S:3][CH:7]=1)[NH2:10] |f:0.1.2,5.6.7|. Procedure details: A solution of 0.50 g (2.04 mmol) of dl-β-(4-Thiazolyl)alanine dihydrochloride (dl connotes a 50/50 mixture of dextrorotatory and levorotatory isomers) in 9 ml of methanol was cooled to 0° C. and treated with 0.21 ml (2.86 mmol) of thionyl chloride. The resulting solution was heated at 55° C. for 16 h. Removal of the solvent in vacuo gave 0.56 g (99%) of the desired compound as a white solid. Mass spectrum: (M+H)+ =187. The reactants are C(C)(C)(C)C1=CC(=C(C=C1)N)N (4-(tert-butyl)-1,2-diaminobenzene), N(=C=S)C=1C(=NC=CC1)OC1=CC(=CC=C1)C(F)(F)F (3-Isothiocyanato-2-(3-trifluoromethyl-phenoxy)-pyridine). Solvent: ClCCCl (DCE). Reaction conditions: time 18 hour. Yields the product C(C)(C)(C)C=1C=CC2=C(NC(=N2)NC=2C(=NC=CC2)OC2=CC(=CC=C2)C(F)(F)F)C1 ((6-tert-Butyl-1H-benzoimidazol-2-yl)-[2-(3-trifluoromethyl-phenoxy)-pyridin-3-yl]-amine). Reaction SMILES: [C:1]([C:5]1[CH:10]=[CH:9][C:8]([NH2:11])=[C:7]([NH2:12])[CH:6]=1)([CH3:4])([CH3:3])[CH3:2].[N:13]([C:16]1[C:17]([O:22][C:23]2[CH:28]=[CH:27][CH:26]=[C:25]([C:29]([F:32])([F:31])[F:30])[CH:24]=2)=[N:18][CH:19]=[CH:20][CH:21]=1)=[C:14]=S>ClCCCl>[C:1]([C:5]1[CH:10]=[CH:9][C:8]2[N:11]=[C:14]([NH:13][C:16]3[C:17]([O:22][C:23]4[CH:28]=[CH:27][CH:26]=[C:25]([C:29]([F:32])([F:30])[F:31])[CH:24]=4)=[N:18][CH:19]=[CH:20][CH:21]=3)[NH:12][C:7]=2[CH:6]=1)([CH3:4])([CH3:2])[CH3:3]. Procedure details: To a solution of 4-(tert-butyl)-1,2-diaminobenzene (20 mg, 0.12 mmol) in DCE (1 mL) was slowly added 3c (19 mg, 0.06 mmol). The reaction was stirred 18 h at rt and concentrated. The crude mixture containing 3d and 3d′ was used in the next step without further purification. Reactants: ClC1=NC(=NC(=N1)NCCC)NCCC (6-chloro-N,N′-dipropyl-[1,3,5]triazine-2,4-diamine), Cl.FC(CON)F (O-(2,2-difluoro-ethyl)-hydroxylamine hydrochloride). The product is C(CC)NC1=NC(=NC(=N1)NCCC)NOCC(F)F (N-(4,6-Bis-propylamino-[1,3,5]triazin-2-yl)-O-(2,2-difluoro-ethyl)-hydroxylamine). Isolated yield 59.0%. As a reaction SMILES: Cl[C:2]1[N:7]=[C:6]([NH:8][CH2:9][CH2:10][CH3:11])[N:5]=[C:4]([NH:12][CH2:13][CH2:14][CH3:15])[N:3]=1.Cl.[F:17][CH:18]([F:22])[CH2:19][O:20][NH2:21]>>[CH2:13]([NH:12][C:4]1[N:5]=[C:6]([NH:8][CH2:9][CH2:10][CH3:11])[N:7]=[C:2]([NH:21][O:20][CH2:19][CH:18]([F:22])[F:17])[N:3]=1)[CH2:14][CH3:15] |f:1.2|. Procedure details: 2-Chloro-N-(4,6-bis-(n-propylamino)-[1,3,5]triazine (XXXIV) was reacted with O-(2,2-difluoro-ethyl)-hydroxylamine hydrochloride as described in Example 13, affording C in 59% yield. 400 MHz 1H NMR (DMSO-d6, ppm) 9.91-9.56 (1H, m), 7.00-6.90 (1H, m), 6.89-6.67 (1H, m), 6.48-6.13 (1H, m, 4.12-3.98 (2H, m), 3.20-3.09 (4H, m), 1.53-1.41 (4H, m), 0.88-0.80 (6H, m). ESI-MS (m/z) 291 [M+H]+. The reactants are C1(=CC=CC=C1)P(=O)(C1=CC=CC=C1)Cl (diphenylphosphoryl chloride), P(=O)([O-])([O-])[O-] (phosphate), C(C=C)OC(=O)CN1C([C@@H]([C@H]1[C@H](C(=O)N1C(C2=C(OC13CCCCC3)C=CC=C2)=O)C)[C@@H](C)O[Si](C)(C)C(C)(C)C)=O (3-{(2R)-2-[(3S,4R)-1-allyloxycarbonylmethyl-3-[(1R)-1-t-butyldimethylsilyloxyethyl]-2-oxoazetidin-4-yl]propionyl}-spiro[2,3-dihydro-4H-1,3-benzoxazine-2,1'-cyclohexan]-4-one), C[Si](C)(C)[N-][Si](C)(C)C.[Na+] (sodium bis(trimethylsilyl)amide), C[Si](C)(C)Cl (trimethylsilyl chloride). The solvent is O1CCCC1 (tetrahydrofuran). Conditions: temperature -50 celsius, time 2 minute. Product: C(C=C)OC(=O)C1=C([C@@H]([C@H]2N1C([C@@H]2[C@@H](C)O[Si](C)(C)C(C)(C)C)=O)C)OP(=O)(C2=CC=CC=C2)C2=CC=CC=C2 ((1R,5R,6S)-6-[(1R)-1-t-butyldimethylsilyloxyethyl]-1-methyl-2-diphenylphosphoryloxy-carbapen-2-em-3-carboxylic acid-allyl ester). Yield: 89.2%. As a reaction SMILES: [CH2:1]([O:4][C:5]([CH2:7][N:8]1[C@H:11]([C@@H:12]([CH3:31])[C:13](N2C3(CCCCC3)OC3C=CC=CC=3C2=O)=[O:14])[C@@H:10]([C@H:32]([O:34][Si:35]([C:38]([CH3:41])([CH3:40])[CH3:39])([CH3:37])[CH3:36])[CH3:33])[C:9]1=[O:42])=[O:6])[CH:2]=[CH2:3].C[Si]([N-][Si](C)(C)C)(C)C.[Na+].C[Si](Cl)(C)C.[C:58]1([P:64](Cl)([C:66]2[CH:71]=[CH:70][CH:69]=[CH:68][CH:67]=2)=[O:65])[CH:63]=[CH:62][CH:61]=[CH:60][CH:59]=1.P([O-])([O-])([O-])=O>O1CCCC1>[CH2:1]([O:4][C:5]([C:7]1[N:8]2[C:9](=[O:42])[C@H:10]([C@H:32]([O:34][Si:35]([C:38]([CH3:41])([CH3:40])[CH3:39])([CH3:37])[CH3:36])[CH3:33])[C@H:11]2[C@@H:12]([CH3:31])[C:13]=1[O:14][P:64]([C:66]1[CH:67]=[CH:68][CH:69]=[CH:70][CH:71]=1)([C:58]1[CH:63]=[CH:62][CH:61]=[CH:60][CH:59]=1)=[O:65])=[O:6])[CH:2]=[CH2:3] |f:1.2|. Reported procedure: A solution of 1.2 g of 3-{(2R)-2-[(3S,4R)-1-allyloxycarbonylmethyl-3-[(1R)-1-t-butyldimethylsilyloxyethyl]-2-oxoazetidin-4-yl]propionyl}-spiro[2,3-dihydro-4H-1,3-benzoxazine-2,1'-cyclohexan]-4-one in 6 ml of tetrahydrofuran is added dropwise to 4.4 ml of 1M sodium bis(trimethylsilyl)amide solution (solvent:tetrahydrofuran) at a temperature from -20° C. to -30° C. during one minute. 261 mg of trimethylsilyl chloride are added thereto at -50° C. and the mixture is stirred for 2 minutes. Then, 645 ...